Dataset: the Open Reaction Database (ORD), a public repository of structured organic reaction records. Task: describe an organic reaction: reactants, conditions, products, and yield Reactants: Cl.CN(CCCCl)C (3-dimethylaminopropylchloride-hydrochloride), C1(=CC=CC=C1)C (toluene), C=1(SC=C2C3=C(OC4=C(C12)C=CC=C4)C=CC=C3)CO ((8-Oxa-2-thia-dibenzo[e,h]azulene-1-yl)-methanol). Reagents/catalysts: [Cl-].C(C1=CC=CC=C1)[N+](CC)(CC)CC (benzyltriethylammonium chloride). The solvent is [OH-].[Na+] (sodium hydroxide), O (water). The product is CN(CCCOCC=1SC=C2C3=C(OC4=C(C12)C=CC=C4)C=CC=C3)C (Dimethyl-[3-(8-oxa-2-thia-dibenzo[e,h]azulene-1-ylmethoxy)-propyl]-amine). Reaction SMILES: Cl.[CH3:2][N:3]([CH3:8])[CH2:4][CH2:5][CH2:6]Cl.C1(C)C=CC=CC=1.[C:16]1([CH2:34][OH:35])[S:17][CH:18]=[C:19]2[C:25]=1[C:24]1[CH:26]=[CH:27][CH:28]=[CH:29][C:23]=1[O:22][C:21]1[CH:30]=[CH:31][CH:32]=[CH:33][C:20]2=1>[OH-].[Na+].[Cl-].C([N+](CC)(CC)CC)C1C=CC=CC=1.O>[CH3:2][N:3]([CH3:8])[CH2:4][CH2:5][CH2:6][O:35][CH2:34][C:16]1[S:17][CH:18]=[C:19]2[C:25]=1[C:24]1[CH:26]=[CH:27][CH:28]=[CH:29][C:23]=1[O:22][C:21]1[CH:30]=[CH:31][CH:32]=[CH:33][C:20]2=1 |f:0.1,4.5,6.7|. Procedure: To a 3-dimethylaminopropylchloride-hydrochloride solution (2.5 mmoles) in 50% sodium hydroxide (3 ml), benzyltriethylammonium chloride (0.3 mmole) and a toluene solution of the alcohol 12 (0.25 mmole) were added. The reaction mixture was heated under vigorous stirring and refluxing for 4 hours. Then it was cooled to room temperature, diluted with water and extracted with dichloromethane. After purification by column chromatography an oily product was isolated. Starting materials: NC1C(N(CC(SC1)C=1SC=CC1)CC(=O)OC(C)(C)C)=O (t-butyl α-[6-amino-5-oxo-2-(2-thienyl)perhydro-1,4-thiazepin-4-yl]acetate), BrC(C(=O)OCC)CCC1=CC=CC=C1 (ethyl 2-bromo-4-phenylbutyrate). Product: C(C)OC(=O)C(CCC1=CC=CC=C1)NC1C(N(CC(SC1)C=1SC=CC1)CC(=O)OC(C)(C)C)=O (t-Butyl α-[6-(1-ethoxycarbonyl-3-phenylpropylamino)-5-oxo-2-(2-thienyl)perhydro-1,4-thiazepin-4-yl]acetate). As a reaction SMILES: [NH2:1][CH:2]1[CH2:8][S:7][CH:6]([C:9]2[S:10][CH:11]=[CH:12][CH:13]=2)[CH2:5][N:4]([CH2:14][C:15]([O:17][C:18]([CH3:21])([CH3:20])[CH3:19])=[O:16])[C:3]1=[O:22].Br[CH:24]([CH2:30][CH2:31][C:32]1[CH:37]=[CH:36][CH:35]=[CH:34][CH:33]=1)[C:25]([O:27][CH2:28][CH3:29])=[O:26]>>[CH2:28]([O:27][C:25]([CH:24]([NH:1][CH:2]1[CH2:8][S:7][CH:6]([C:9]2[S:10][CH:11]=[CH:12][CH:13]=2)[CH2:5][N:4]([CH2:14][C:15]([O:17][C:18]([CH3:19])([CH3:21])[CH3:20])=[O:16])[C:3]1=[O:22])[CH2:30][CH2:31][C:32]1[CH:33]=[CH:34][CH:35]=[CH:36][CH:37]=1)=[O:26])[CH3:29]. Reported procedure: Following the procedure described in Example 42(h), 0.40 g of t-butyl α-[6-amino-5-oxo-2-(2-thienyl)perhydro-1,4-thiazepin-4-yl]acetate [prepared as described in step (g) above] was N-alkylated using 0.64 g of ethyl 2-bromo-4-phenylbutyrate. The resulting product was subjected to silica gel column chromatography eluted with a 1:20 by volume mixture of ethyl acetate and methylene chloride, to separate it into two isomers, A and B, (ascribed to the asymmetric carbon atom to which the phenethyl gro... The reactants are C(C1=CC=CC=C1)N1CCC(CC1)N(C(OC(C)(C)C)=O)CCC1=CC=C(C=C1)C(F)(F)F (tert-butyl N-(1-benzylpiperidin-4-yl)-N-[2-(4-trifluoromethylphenyl)ethyl]carbamate), [H][H] (hydrogen). The reagents and catalysts are [OH-].[OH-].[Pd+2] (palladium hydroxide/carbon). Run in C(C)O (ethanol). Product: N1CCC(CC1)N(C(OC(C)(C)C)=O)CCC1=CC=C(C=C1)C(F)(F)F (tert-butyl N-(piperidin-4-yl)-N-[2-(4-trifluoromethylphenyl)ethyl]carbamate). Isolated yield 94.4%. RXN SMILES: C([N:8]1[CH2:13][CH2:12][CH:11]([N:14]([CH2:22][CH2:23][C:24]2[CH:29]=[CH:28][C:27]([C:30]([F:33])([F:32])[F:31])=[CH:26][CH:25]=2)[C:15](=[O:21])[O:16][C:17]([CH3:20])([CH3:19])[CH3:18])[CH2:10][CH2:9]1)C1C=CC=CC=1.[H][H]>C(O)C.[OH-].[OH-].[Pd+2]>[NH:8]1[CH2:13][CH2:12][CH:11]([N:14]([CH2:22][CH2:23][C:24]2[CH:25]=[CH:26][C:27]([C:30]([F:31])([F:32])[F:33])=[CH:28][CH:29]=2)[C:15](=[O:21])[O:16][C:17]([CH3:19])([CH3:20])[CH3:18])[CH2:10][CH2:9]1 |f:3.4.5|. Procedure: A mixture of tert-butyl N-(1-benzylpiperidin-4-yl)-N-[2-(4-trifluoromethylphenyl)ethyl]carbamate (0.437 g, 0.944 mmol) prepared in Reference Example 120 and 20% palladium hydroxide/carbon (100 mg) in ethanol (20 ml) was stirred at room temperature under an atmospheric pressure of hydrogen. The reaction mixture was filtered through Celite, and the filtrate was concentrated under reduced pressure to afford tert-butyl N-(piperidin-4-yl)-N-[2-(4-trifluoromethylphenyl)ethyl]carbamate (0.332 g, yield ... Starting materials: O=C([O-])O, CO, CC(=O)O, CC(C(=O)O)c1ccc2c(c1)C(=O)Cc1cc([N+](=O)[O-])ccc1S2, [Na+]. Product: COC(=O)C(C)c1ccc2c(c1)C(=O)Cc1cc([N+](=O)[O-])ccc1S2. Reaction SMILES: [C:27](=[O:28])([O-:29])[OH:30].[CH3:25][OH:26].[CH3:32][C:33](=[O:34])[OH:35].[N+:1](=[O:2])([O-:3])[c:4]1[cH:5][cH:6][c:7]2[c:8]([cH:24]1)[CH2:9][C:10](=[O:23])[c:11]1[c:12]([cH:14][cH:15][c:16]([CH:18]([C:19](=[O:20])[OH:21])[CH3:22])[cH:17]1)[S:13]2.[Na+:31]>>[N+:1](=[O:2])([O-:3])[c:4]1[cH:5][cH:6][c:7]2[c:8]([cH:24]1)[CH2:9][C:10](=[O:23])[c:11]1[c:12]([cH:14][cH:15][c:16]([CH:18]([C:19](=[O:20])[O:21][CH3:27])[CH3:22])[cH:17]1)[S:13]2. Starting materials: N(=O)OCCC(C)C (isoamyl nitrite), C(C1=CC=CC=C1)OC1=CC=C(OC2=C(N)C=C(C(=C2)N2C(N(C(=CC2=O)C(F)(F)F)C)=O)F)C=C1 (2-(4-benzyloxyphenoxy)-5-fluoro-4-[3-methyl-2,6-dioxo-4-(trifluoromethyl)-1,2,3,6-tetrahydropyrimidin-1-yl]aniline), Cl (hydrochloric acid). The reagents and catalysts are [Cu]Cl (copper (I) chloride), [Cu](Cl)Cl (copper (II) chloride). Run in C(C)#N (acetonitrile). Run at time 1 hour. Product: ClC1=C(OC2=CC=C(OCC3=CC=CC=C3)C=C2)C=C(C(=C1)F)N1C(N(C(=CC1=O)C(F)(F)F)C)=O (([4-{2-chloro-4-fluoro-5-[3-methyl-2,6-dioxo-4-(trifluoromethyl)-1,2,3,6-tetrahydropyrimidin-1-yl]phenoxy}phenoxy]methyl)benzene). As a reaction SMILES: N(OCCC(C)C)=O.[CH2:9]([O:16][C:17]1[CH:44]=[CH:43][C:20]([O:21][C:22]2[CH:28]=[C:27]([N:29]3[C:34](=[O:35])[CH:33]=[C:32]([C:36]([F:39])([F:38])[F:37])[N:31]([CH3:40])[C:30]3=[O:41])[C:26]([F:42])=[CH:25][C:23]=2N)=[CH:19][CH:18]=1)[C:10]1[CH:15]=[CH:14][CH:13]=[CH:12][CH:11]=1.[ClH:45]>[Cu]Cl.[Cu](Cl)Cl.C(#N)C>[Cl:45][C:23]1[CH:25]=[C:26]([F:42])[C:27]([N:29]2[C:34](=[O:35])[CH:33]=[C:32]([C:36]([F:39])([F:38])[F:37])[N:31]([CH3:40])[C:30]2=[O:41])=[CH:28][C:22]=1[O:21][C:20]1[CH:43]=[CH:44][C:17]([O:16][CH2:9][C:10]2[CH:15]=[CH:14][CH:13]=[CH:12][CH:11]=2)=[CH:18][CH:19]=1. Procedure details: 0.46 g of isoamyl nitrite was added dropwise to a mixture of 1.0 g of 2-(4-benzyloxyphenoxy)-5-fluoro-4-[3-methyl-2,6-dioxo-4-(trifluoromethyl)-1,2,3,6-tetrahydropyrimidin-1-yl]aniline, 0.38 g of copper (I) chloride, 0.78 g of copper (II) chloride, and 14 ml of acetonitrile at room temperature, and the mixture was stirred for 1 hour. This reaction solution was poured into 2% hydrochloric acid, and extracted with ethyl acetate. The organic layer was washed with saturated saline, dried over anhydr...